Dataset: the Open Reaction Database (ORD), a public repository of structured organic reaction records. Task: describe an organic reaction: reactants, conditions, products, and yield Starting materials: CC(C)CBr, COC(=O)c1ccc(N=C2NC(CC(C)C)CS2)c(C)c1. Product: COC(=O)c1ccc(N=C2SCC(CC(C)C)N2CC(C)C)c(C)c1. RXN SMILES: [CH2:22]([CH:23]([CH3:24])[CH3:25])[Br:26].[CH3:1][O:2][C:3](=[O:4])[c:5]1[cH:6][c:7]([CH3:21])[c:8]([N:11]=[C:12]2[S:13][CH2:14][CH:15]([CH2:17][CH:18]([CH3:19])[CH3:20])[NH:16]2)[cH:9][cH:10]1>>[CH3:1][O:2][C:3](=[O:4])[c:5]1[cH:6][c:7]([CH3:21])[c:8]([N:11]=[C:12]2[S:13][CH2:14][CH:15]([CH2:17][CH:18]([CH3:19])[CH3:20])[N:16]2[CH2:22][CH:23]([CH3:24])[CH3:25])[cH:9][cH:10]1. The reactants are CC1(CCC(C2=CC=CC=C12)(C)C)C (1,1,4,4-Tetramethyl-1,2,3,4-tetrahydronaphthalene), C(C)(=O)Cl (acetylchloride), [Cl-].[Al+3].[Cl-].[Cl-] (aluminum chloride). Solvent: C(Cl)Cl (methylene chloride). Run at time 2 hour. The product is CC1(CCC(C2=CC(=CC=C12)C(C)=O)(C)C)C (1,1,4,4-Tetramethyl-1,2,3,4-tetrahydro-6-acetylnaphthalene). RXN SMILES: [Cl-].[Al+3].[Cl-].[Cl-].[CH3:5][C:6]1([CH3:18])[C:15]2[C:10](=[CH:11][CH:12]=[CH:13][CH:14]=2)[C:9]([CH3:17])([CH3:16])[CH2:8][CH2:7]1.[C:19](Cl)(=[O:21])[CH3:20]>C(Cl)Cl>[CH3:16][C:9]1([CH3:17])[C:10]2[C:15](=[CH:14][C:13]([C:19](=[O:21])[CH3:20])=[CH:12][CH:11]=2)[C:6]([CH3:18])([CH3:5])[CH2:7][CH2:8]1 |f:0.1.2.3|. Procedure: A suspension of 3.45 g (25.9 mmol) aluminum chloride in 15 ml methylene chloride was cooled under argon in an ice/salt bath and treated while stirring with a mixture of 4 g (21.2 mmol) 1,1,4,4-tetramethyl-1,2,3,4-tetrahydro naphthalene (from Example 2) and 1.94 g (24.7 mmol) acetylchloride via a dropping funnel over a period of 0.5 hours. Then the cooling bath was removed, the mixture stirred for 2 hours at room temperature and the reaction quenched with ice. The organic layer was recovered and ... Starting materials: C(C)(C)NC=1N=CC2=C(N1)N(C(C2)=O)C (2-isopropylamino-5,6-dihydro-7-methyl-6-oxo(7H)pyrrolo[2,3-d]pyrimidine), C(\C=C/C(=O)O)(=O)O (maleic acid). Solvent: C(C)(=O)OCC (ethyl acetate). Reaction conditions: time 1 hour. Yields the product C(\C=C/C(=O)O)(=O)O.C(C)(C)NC=1N=CC2=C(N1)N(C(C2)=O)C (2-iso-Propylamino-5,6-dihydro-7-methyl-6-oxo-(7H) pyrrolo[2,3-d]pyrimidine maleate). Yield: 89.7%. RXN SMILES: [CH:1]([NH:4][C:5]1[N:6]=[CH:7][C:8]2[CH2:13][C:12](=[O:14])[N:11]([CH3:15])[C:9]=2[N:10]=1)([CH3:3])[CH3:2].[C:16]([OH:23])(=[O:22])/[CH:17]=[CH:18]\[C:19]([OH:21])=[O:20]>C(OCC)(=O)C>[C:16]([OH:23])(=[O:22])/[CH:17]=[CH:18]\[C:19]([OH:21])=[O:20].[CH:1]([NH:4][C:5]1[N:6]=[CH:7][C:8]2[CH2:13][C:12](=[O:14])[N:11]([CH3:15])[C:9]=2[N:10]=1)([CH3:3])[CH3:2] |f:3.4|. Reported procedure: 6.37 g (30.9 mmoles) of 2-isopropylamino-5,6-dihydro-7-methyl-6-oxo(7H)pyrrolo[2,3-d]pyrimidine was dissolved in 50 ml of ethyl acetate, and 3.58 g (30.8 mmoles) of maleic acid was added. The mixture was stirred at room temperature for 1 hour. The resulting crystals were collected by filtration to give 8.90 g (yield 90%) of the desired compound. The reactants are BrC1=CC=C(C=N1)O[C@@H]1[C@@H](CCCC1)NS(=O)(=O)C(C)C (cis-N-{2-[(6-bromopyridin-3-yl)oxy]cyclohexyl}propane-2-sulfonamide), C(=O)=O (carbon dioxide), BrC1=CC=C(C=N1)O[C@@H]1[C@@H](CCCC1)NS(=O)(=O)C(C)C (N-{(1R,2S)-2-[(6-bromopyridin-3-yl)oxy]cyclohexyl}propane-2-sulfonamide). Run in CO (methanol). The product is BrC1=CC=C(C=N1)O[C@H]1[C@H](CCCC1)NS(=O)(=O)C(C)C (N-{(1S,2R)-2-[(6-bromopyridin-3-yl)oxy]cyclohexyl}propane-2-sulfonamide). RXN SMILES: [Br:1][C:2]1[N:7]=[CH:6][C:5]([O:8][C@H:9]2[CH2:14][CH2:13][CH2:12][CH2:11][C@H:10]2[NH:15][S:16]([CH:19]([CH3:21])[CH3:20])(=[O:18])=[O:17])=[CH:4][CH:3]=1.C(=O)=O>CO>[Br:1][C:2]1[N:7]=[CH:6][C:5]([O:8][C@@H:9]2[CH2:14][CH2:13][CH2:12][CH2:11][C@@H:10]2[NH:15][S:16]([CH:19]([CH3:21])[CH3:20])(=[O:17])=[O:18])=[CH:4][CH:3]=1. Reported procedure: Separation of the enantiomers comprising cis-N-{2-[(6-bromopyridin-3-yl)oxy]cyclohexyl}propane-2-sulfonamide (7.96 g, 21.1 mmol) was carried out by chiral chromatography. Column: Chiralpak® AD-H, 2.1×25 cm, 5 μm; Mobile phase: 70:30 carbon dioxide:methanol; Flow rate: 65 g/min. The first-eluting compound was enantiomer [N-{(1R,2S)-2-[(6-bromopyridin-3-yl)oxy]cyclohexyl}propane-2-sulfonamide] and the second-eluting peak provided desired product N-{(1S,2R)-2-[(6-bromopyridin-3-yl)oxy]cyclohexyl}pr... Reported procedure: 2,6Lutidine (18.26 mL) was added to a stirred suspension of (4R,5S)-1,5-dimethyl-4-phenylimidazolidin-2-one (27.33 g) in anhydrous tetrahydrofuran (300 mL) at 0° C. under nitrogen. Bromoacetyl bromide (11.95 mL) was added over 5 minutes and the mixture was stirred for a further 15 minutes. Saturated aqueous sodium bicarbonate solution (300 mL) was added followed by 4-(3,4-dichlorophenoxy)-1-(4-piperidinylmethyl)piperidine (44.86 g) and the mixture was stirred for 24 hours at ambient temperature.... Run in O (Water), O1CCCC1 (tetrahydrofuran). Reaction conditions: time 15 minute. The product is ClC=1C=C(OC2CCN(CC2)CC2CCN(CC2)CC(=O)N2C(N([C@H]([C@H]2C2=CC=CC=C2)C)C)=O)C=CC1Cl ((4S,5R)-1-[[4-[[4-(3,4-Dichlorophenoxy)-1-piperidinyl]methyl]-1-piperidinyl]acetyl]-3,4-dimethyl-5-phenyl-2-imidazolidinone). The reactants are C([O-])(O)=O.[Na+] (sodium bicarbonate), N1=C(C=CC=C1C)C (2,6Lutidine), CN1C(N[C@@H]([C@@H]1C)C1=CC=CC=C1)=O ((4R,5S)-1,5-dimethyl-4-phenylimidazolidin-2-one), BrCC(=O)Br (Bromoacetyl bromide), ClC=1C=C(OC2CCN(CC2)CC2CCNCC2)C=CC1Cl (4-(3,4-dichlorophenoxy)-1-(4-piperidinylmethyl)piperidine). As a reaction SMILES: N1C(C)=CC=CC=1C.[CH3:9][N:10]1[C@@H:14]([CH3:15])[C@@H:13]([C:16]2[CH:21]=[CH:20][CH:19]=[CH:18][CH:17]=2)[NH:12][C:11]1=[O:22].Br[CH2:24][C:25](Br)=[O:26].C(=O)(O)[O-].[Na+].[Cl:33][C:34]1[CH:35]=[C:36]([CH:51]=[CH:52][C:53]=1[Cl:54])[O:37][CH:38]1[CH2:43][CH2:42][N:41]([CH2:44][CH:45]2[CH2:50][CH2:49][NH:48][CH2:47][CH2:46]2)[CH2:40][CH2:39]1>O1CCCC1.O>[Cl:33][C:34]1[CH:35]=[C:36]([CH:51]=[CH:52][C:53]=1[Cl:54])[O:37][CH:38]1[CH2:39][CH2:40][N:41]([CH2:44][CH:45]2[CH2:46][CH2:47][N:48]([CH2:24][C:25]([N:12]3[C@H:13]([C:16]4[CH:17]=[CH:18][CH:19]=[CH:20][CH:21]=4)[C@H:14]([CH3:15])[N:10]([CH3:9])[C:11]3=[O:22])=[O:26])[CH2:49][CH2:50]2)[CH2:42][CH2:43]1 |f:3.4|. The reactants are C1CNCCN1, C1CCOC1, CCN(C(C)C)C(C)C, Nc1nc(Nc2ccc(N3CCOCC3)cc2)nn1-c1cc(Cl)ncn1. Product: Nc1nc(Nc2ccc(N3CCOCC3)cc2)nn1-c1cc(N2CCNCC2)ncn1. Reaction SMILES: [CH2:27]1[CH2:28][NH:29][CH2:30][CH2:31][NH:32]1.[CH2:42]1[O:43][CH2:44][CH2:45][CH2:46]1.[CH:33]([N:34]([CH:35]([CH3:36])[CH3:37])[CH2:38][CH3:39])([CH3:40])[CH3:41].[Cl:1][c:2]1[cH:3][c:4](-[n:8]2[n:9][c:10]([NH:14][c:15]3[cH:16][cH:17][c:18]([N:21]4[CH2:22][CH2:23][O:24][CH2:25][CH2:26]4)[cH:19][cH:20]3)[n:11][c:12]2[NH2:13])[n:5][cH:6][n:7]1>>[c:2]1([N:29]2[CH2:28][CH2:27][NH:32][CH2:31][CH2:30]2)[cH:3][c:4](-[n:8]2[n:9][c:10]([NH:14][c:15]3[cH:16][cH:17][c:18]([N:21]4[CH2:22][CH2:23][O:24][CH2:25][CH2:26]4)[cH:19][cH:20]3)[n:11][c:12]2[NH2:13])[n:5][cH:6][n:7]1. The reactants are Cl.S1C=C(C=C1)C(=O)CN (N-[(3-thienylcarbonyl)methyl]amine hydrochloride), C([O-])(O)=O.[Na+] (sodium bicarbonate), O (water), FC1=CC=C(C(=O)Cl)C=C1 (4-fluorobenzoyl chloride). Solvent: C(C)(=O)OCC (ethyl acetate), C(C)(=O)OCC (ethyl acetate). Run at time 3 hour. The product is FC1=CC=C(C(=O)NCC(=O)C2=CSC=C2)C=C1 (N-(4-fluorobenzoyl)-N-[(3-thienylcarbonyl)methyl]amine). Isolated yield 25.5%. As a reaction SMILES: [F:1][C:2]1[CH:10]=[CH:9][C:5]([C:6](Cl)=[O:7])=[CH:4][CH:3]=1.Cl.[S:12]1[CH:16]=[CH:15][C:14]([C:17]([CH2:19][NH2:20])=[O:18])=[CH:13]1.C(=O)(O)[O-].[Na+].O>C(OCC)(=O)C>[F:1][C:2]1[CH:10]=[CH:9][C:5]([C:6]([NH:20][CH2:19][C:17]([C:14]2[CH:15]=[CH:16][S:12][CH:13]=2)=[O:18])=[O:7])=[CH:4][CH:3]=1 |f:1.2,3.4|. Procedure: 16 g of 4-fluorobenzoyl chloride are dissolved in 50 ml of ethyl acetate, and the solution is added at a temperature below 10° C. under stirring to a mixture of 17.8 g of N-[(3-thienylcarbonyl)methyl]amine hydrochloride, 25 g of sodium bicarbonate, 100 ml of ethyl acetate and 200 ml of water. The mixture is further stirred at room temperature for 3 hours. The precipitated crystalls are collected by filtration, washed with water and then dried, whereby N-(4-fluorobenzoyl)-N-[(3-thienylcarbonyl)me...